This data is from the Open Reaction Database (ORD), a public repository of structured organic reaction records. The task is: describe an organic reaction: reactants, conditions, products, and yield The reactants are CCCC[Sn](CCCC)(CCCC)c1cc(C)no1, C1COCCO1, Cc1cn(CC2CN(c3ccc(I)c(F)c3)C(=O)O2)nn1. Product: Cc1cn(CC2CN(c3ccc(-c4cc(C)no4)c(F)c3)C(=O)O2)nn1. Reaction SMILES: [CH2:22]([Sn:23]([CH2:24][CH2:25][CH2:26][CH3:33])([c:27]1[cH:28][c:29]([CH3:32])[n:30][o:31]1)[CH2:34][CH2:35][CH2:36][CH3:37])[CH2:38][CH2:39][CH3:40].[CH2:41]1[O:42][CH2:43][CH2:44][O:45][CH2:46]1.[F:1][c:2]1[cH:3][c:4]([N:9]2[C:10](=[O:21])[O:11][CH:12]([CH2:14][n:15]3[n:16][n:17][c:18]([CH3:20])[cH:19]3)[CH2:13]2)[cH:5][cH:6][c:7]1[I:8]>>[F:1][c:2]1[cH:3][c:4]([N:9]2[C:10](=[O:21])[O:11][CH:12]([CH2:14][n:15]3[n:16][n:17][c:18]([CH3:20])[cH:19]3)[CH2:13]2)[cH:5][cH:6][c:7]1-[c:27]1[cH:28][c:29]([CH3:32])[n:30][o:31]1. The reactants are C1=CC=C2C(=C1)C(=O)OC(=O)N2 (isato acid anhydride), N1C(=O)C(=O)C2=CC=CC=C12 (isatine). Solvent: N1=CC=CC=C1 (pyridine). The product is C=1C=CC2=C(C1)C(=O)N3C=4C=CC=CC4C(=O)C3=N2 (tryptanthrine). Isolated yield 38.3%. As a reaction SMILES: [CH:1]1[CH:6]=[C:5]2[C:7]([O:9][C:10]([NH:12][C:4]2=[CH:3][CH:2]=1)=[O:11])=O.[NH:13]1[C:23]2[C:18](=[CH:19][CH:20]=[CH:21][CH:22]=2)C(=O)[C:14]1=O>N1C=CC=CC=1>[CH:20]1[CH:21]=[CH:22][C:23]2[N:13]=[C:14]3[N:12]([C:4]4[CH:3]=[CH:2][CH:1]=[CH:6][C:5]=4[C:7]3=[O:9])[C:10](=[O:11])[C:18]=2[CH:19]=1. Procedure: 11 g (0.068 mol) of the isato acid anhydride of the aforesaid formula (1a-1), and 10 g (0.068 mol) of isatine represented by the following formula: ##STR75## and 20 ml of pyridine were heated under reflux for 6 hours in a 200 ml eggplant type flask to be reacted. After the reaction solution was cooled, a crystal precipitated in the reaction solution was filtered off to give 6.46 g (yield: 38%) of tryptanthrine represented by the following formula. ##STR76## The reactants are N1C=NC=C1 (imidazole), CC(C)(C)[Si](C)(C)Cl (TBDMSCl), O1CCN(CC1)C=1C2=C(N=C(N1)C=1C=C(C=CC1)O)N=CS2 (3-(7-morpholinothiazolo[4,5-d]pyrimidin-5-yl)phenol). The solvent is CN(C)C=O (DMF). Conditions: temperature 70 celsius. The product is [Si](C)(C)(C(C)(C)C)OC=1C=C(C=CC1)C=1N=C(C2=C(N1)N=CS2)N2CCOCC2 (4-(5-(3-(tert-butyldimethylsilyloxy)phenyl)thiazolo[4,5-d]pyrimidin-7-yl)morpholine). RXN SMILES: [O:1]1[CH2:6][CH2:5][N:4]([C:7]2[C:8]3[S:22][CH:21]=[N:20][C:9]=3[N:10]=[C:11]([C:13]3[CH:14]=[C:15]([OH:19])[CH:16]=[CH:17][CH:18]=3)[N:12]=2)[CH2:3][CH2:2]1.N1C=CN=C1.[CH3:28][C:29]([Si:32](Cl)([CH3:34])[CH3:33])([CH3:31])[CH3:30]>CN(C=O)C>[Si:32]([O:19][C:15]1[CH:14]=[C:13]([C:11]2[N:12]=[C:7]([N:4]3[CH2:5][CH2:6][O:1][CH2:2][CH2:3]3)[C:8]3[S:22][CH:21]=[N:20][C:9]=3[N:10]=2)[CH:18]=[CH:17][CH:16]=1)([C:29]([CH3:31])([CH3:30])[CH3:28])([CH3:34])[CH3:33]. Procedure details: 3-(7-morpholinothiazolo[4,5-d]pyrimidin-5-yl)phenol (1.0 eq.) was dissolved in DMF (5 ml). To this imidazole (8.0 eq.) and TBDMSCl (3.5 eq.) were added and the mixture was heated at 70° C. for 5 h. DMF was evaporated under reduced pressure and purification by flash chromatography (hexane:ethyl acetate, gradient from 100%-50% hexane in EtOAc) yielded the title compound as a white solid. The reactants are N[C@@H](CC1=CNC=N1)C(=O)O (histidine), OO (hydrogen peroxide). Run in O (water). The product is N[C@@H](CC1=CNC=N1)C(=O)O.OO (histidine hydrogen peroxide). Isolated yield 8.1%. RXN SMILES: [NH2:1][C@H:2]([C:9]([OH:11])=[O:10])[CH2:3][C:4]1[N:8]=[CH:7][NH:6][CH:5]=1.[OH:12][OH:13]>O>[NH2:1][C@H:2]([C:9]([OH:11])=[O:10])[CH2:3][C:4]1[N:8]=[CH:7][NH:6][CH:5]=1.[OH:12][OH:13] |f:3.4|. Procedure: 21 g of histidine and 189 g of water were placed in a 300 ml conical beaker. To the resultant slurry was added 11.5 g of 60% aqueous hydrogen peroxide little by little under stirring. After 20 minutes of stirring, the slurry was filtered off and the resultant crystals were washed with cold methanol, then dried to afford 2.08 g (82%) of a histidine-hydrogen peroxide adduct. The decomposition temperature of the adduct was found to be 146.8° C. Solvent: C(C)OCC (diethyl ether), C(C)OCC (diethyl ether), C1CCOC1 (THF), C1CCOC1 (THF). Isolated yield 47.5%. Procedure details: To a suspension of magnesium (1.2 g) and 1,2-dibromoethane (0.11 mL) in diethyl ether (30 mL) was added a solution of 2,4-difluorobenzyl bromide (10 g) in diethyl ether (10 mL) at room temperature under a nitrogen atmosphere, and the mixture was stirred at the same temperature for 1 hr. The reaction mixture was diluted with THF (30 mL), and cooled to −78° C., and a solution of tert-butyl 4-oxopiperidine-1-carboxylate (5.0 g) in THF (10 mL) was added thereto. The mixture was allowed to warm to ro... Yields the product FC1=C(CC2(CCN(CC2)C(=O)OC(C)(C)C)O)C=CC(=C1)F (tert-butyl 4-(2,4-difluorobenzyl)-4-hydroxypiperidine-1-carboxylate). Reactants: [Mg] (magnesium), BrCCBr (1,2-dibromoethane), Cl (hydrochloric acid), FC1=C(CBr)C=CC(=C1)F (2,4-difluorobenzyl bromide), O=C1CCN(CC1)C(=O)OC(C)(C)C (tert-butyl 4-oxopiperidine-1-carboxylate), C(=O)([O-])C(O)C(O)C(=O)[O-].[Na+].[K+] (potassium sodium tartrate). As a reaction SMILES: [Mg].BrCCBr.[F:6][C:7]1[CH:14]=[C:13]([F:15])[CH:12]=[CH:11][C:8]=1[CH2:9]Br.[O:16]=[C:17]1[CH2:22][CH2:21][N:20]([C:23]([O:25][C:26]([CH3:29])([CH3:28])[CH3:27])=[O:24])[CH2:19][CH2:18]1.Cl.C(C(C(C([O-])=O)O)O)([O-])=O.[Na+].[K+]>C(OCC)C.C1COCC1>[F:6][C:7]1[CH:14]=[C:13]([F:15])[CH:12]=[CH:11][C:8]=1[CH2:9][C:17]1([OH:16])[CH2:18][CH2:19][N:20]([C:23]([O:25][C:26]([CH3:28])([CH3:27])[CH3:29])=[O:24])[CH2:21][CH2:22]1 |f:5.6.7|. Reaction conditions: temperature -78 celsius, time 1 hour. The reactants are [Br-], CC[Mg+], C1CCOC1, CC(C)[O-], CC(C)[O-], CC(C)[O-], CC(C)[O-], [Ti+4], N#Cc1cncnc1. The product is NC1(c2cncnc2)CC1. As a reaction SMILES: [Br-:9].[CH2:10]([CH3:11])[Mg+:12].[CH2:30]1[O:31][CH2:32][CH2:33][CH2:34]1.[CH3:13][CH:14]([CH3:15])[O-:16].[CH3:18][CH:19]([CH3:20])[O-:21].[CH3:22][CH:23]([CH3:24])[O-:25].[CH3:26][CH:27]([CH3:28])[O-:29].[Ti+4:17].[n:1]1[cH:2][n:3][cH:4][c:5]([C:7]#[N:8])[cH:6]1>>[n:1]1[cH:2][n:3][cH:4][c:5]([C:7]2([NH2:8])[CH2:10][CH2:11]2)[cH:6]1.